The task is: describe an organic reaction: reactants, conditions, products, and yield. This data is from the Open Reaction Database (ORD), a public repository of structured organic reaction records. Starting materials: COC(C[C@@H](CC(=O)C1=C(N(C2=CC=C(C=C12)Cl)C)CCCCCC)C)=O (Methyl-5-(5-chloro-2-hexyl-1-methyl-1H-indol-3-yl)-3-(R)-methyl-5-oxopentanoate), O.[OH-].[Li+] (lithium hydroxide monohydrate). Run in C(C)(C)O (iso-propanol), O (water). Reaction conditions: time 3 hour. Product: ClC=1C=C2C(=C(N(C2=CC1)C)CCCCCC)C(C[C@H](CC(=O)O)C)=O (5-(5-chloro-2-hexyl-1-methyl-1H-indol-3-yl)-3-(R)-methyl-5-oxopentanoic acid). Reaction SMILES: C[O:2][C:3](=[O:27])[CH2:4][C@H:5]([CH3:26])[CH2:6][C:7]([C:9]1[C:17]2[C:12](=[CH:13][CH:14]=[C:15]([Cl:18])[CH:16]=2)[N:11]([CH3:19])[C:10]=1[CH2:20][CH2:21][CH2:22][CH2:23][CH2:24][CH3:25])=[O:8].O.[OH-].[Li+]>C(O)(C)C.O>[Cl:18][C:15]1[CH:16]=[C:17]2[C:12](=[CH:13][CH:14]=1)[N:11]([CH3:19])[C:10]([CH2:20][CH2:21][CH2:22][CH2:23][CH2:24][CH3:25])=[C:9]2[C:7](=[O:8])[CH2:6][C@@H:5]([CH3:26])[CH2:4][C:3]([OH:27])=[O:2] |f:1.2.3|. Procedure details: To the solution of Methyl-5-(5-chloro-2-hexyl-1-methyl-1H-indol-3-yl)-3-(R)-methyl-5-oxopentanoate in iso-propanol and water was added lithium hydroxide monohydrate and was stirred at RT for three hours. The product was purified by column chromatography. Product: CC(C)S(=O)(=O)c1cnc(NCCN(C)C)c([N+](=O)[O-])c1. Starting materials: CN(C)CCN, CC(C)S(=O)(=O)c1cnc(Cl)c([N+](=O)[O-])c1. Reaction SMILES: [CH3:17][N:18]([CH2:19][CH2:20][NH2:21])[CH3:22].[Cl:1][c:2]1[n:3][cH:4][c:5]([S:11](=[O:12])(=[O:13])[CH:14]([CH3:15])[CH3:16])[cH:6][c:7]1[N+:8](=[O:9])[O-:10]>>[c:2]1([NH:21][CH2:20][CH2:19][N:18]([CH3:17])[CH3:22])[n:3][cH:4][c:5]([S:11](=[O:12])(=[O:13])[CH:14]([CH3:15])[CH3:16])[cH:6][c:7]1[N+:8](=[O:9])[O-:10].